This data is from the Open Reaction Database (ORD), a public repository of structured organic reaction records. The task is: describe an organic reaction: reactants, conditions, products, and yield Starting materials: ClC1=CC=C(C=C1)N1N=CC(=C1C)C(=O)Cl (1-(4-chlorophenyl)-5-methylpyrazole-4-carboxylic chloride), ClC=1C=C(N)C=CC1N1CCC(CC1)N1CCOCC1 (3-chloro-4-(4-morpholinopiperidin-1-yl)aniline). Product: ClC1=CC=C(C=C1)N1N=CC(=C1C)C(=O)NC1=CC(=C(C=C1)N1CCC(CC1)N1CCOCC1)Cl (1-(4-Chlorophenyl)-N-[3-chloro-4-(4-morpholinopiperidin-1-yl) phenyl]-5-methylpyrazole-4-carboxamide). The yield is 42.1%. As a reaction SMILES: [Cl:1][C:2]1[CH:7]=[CH:6][C:5]([N:8]2[C:12]([CH3:13])=[C:11]([C:14](Cl)=[O:15])[CH:10]=[N:9]2)=[CH:4][CH:3]=1.[Cl:17][C:18]1[CH:19]=[C:20]([CH:22]=[CH:23][C:24]=1[N:25]1[CH2:30][CH2:29][CH:28]([N:31]2[CH2:36][CH2:35][O:34][CH2:33][CH2:32]2)[CH2:27][CH2:26]1)[NH2:21]>>[Cl:1][C:2]1[CH:7]=[CH:6][C:5]([N:8]2[C:12]([CH3:13])=[C:11]([C:14]([NH:21][C:20]3[CH:22]=[CH:23][C:24]([N:25]4[CH2:30][CH2:29][CH:28]([N:31]5[CH2:36][CH2:35][O:34][CH2:33][CH2:32]5)[CH2:27][CH2:26]4)=[C:18]([Cl:17])[CH:19]=3)=[O:15])[CH:10]=[N:9]2)=[CH:4][CH:3]=1. Procedure details: By the reaction and treatment in the same manner as in Example 150 using 1-(4-chlorophenyl)-5-methylpyrazole-4-carboxylic chloride (0.6 g) and 3-chloro-4-(4-morpholinopiperidin-1-yl)aniline (0.7 g), the title compound (0.51 g) was obtained, melting point: 238–240° C. The reactants are OC(C(=O)O)C(C1=CC=CC=C1)(C1=CC=CC=C1)OCCC1=CC(=C(C=C1)OC)OC (2-hydroxy-3-(2-(3,4-dimethoxyphenyl)ethoxy)-3,3-diphenylpropionic acid), CN(C)C=O (DMF), [H-].[Na+] (NaH), COC1=NC(=NC(=C1)C)S(=O)(=O)C (4-methoxy-6-methyl-2-methylsulfonylpyrimidine). Solvent: O (Water). Reaction conditions: time 15 minute. Product: COC1=NC(=NC(=C1)C)OC(C(=O)O)C(C1=CC=CC=C1)(C1=CC=CC=C1)OCCC1=CC(=C(C=C1)OC)OC (2-(4-Methoxy-6-methyl-2-pyrimidinyloxy)-3-(2-(3,4-dimethoxyphenyl)ethoxy)-3,3-diphenylpropionic Acid). The yield is 52.3%. As a reaction SMILES: [OH:1][CH:2]([C:6]([O:19][CH2:20][CH2:21][C:22]1[CH:27]=[CH:26][C:25]([O:28][CH3:29])=[C:24]([O:30][CH3:31])[CH:23]=1)([C:13]1[CH:18]=[CH:17][CH:16]=[CH:15][CH:14]=1)[C:7]1[CH:12]=[CH:11][CH:10]=[CH:9][CH:8]=1)[C:3]([OH:5])=[O:4].CN(C=O)C.[H-].[Na+].[CH3:39][O:40][C:41]1[CH:46]=[C:45]([CH3:47])[N:44]=[C:43](S(C)(=O)=O)[N:42]=1>O>[CH3:39][O:40][C:41]1[CH:46]=[C:45]([CH3:47])[N:44]=[C:43]([O:1][CH:2]([C:6]([O:19][CH2:20][CH2:21][C:22]2[CH:27]=[CH:26][C:25]([O:28][CH3:29])=[C:24]([O:30][CH3:31])[CH:23]=2)([C:13]2[CH:18]=[CH:17][CH:16]=[CH:15][CH:14]=2)[C:7]2[CH:8]=[CH:9][CH:10]=[CH:11][CH:12]=2)[C:3]([OH:5])=[O:4])[N:42]=1 |f:2.3|. Reported procedure: 1 g (2.3 mmol) of 2-hydroxy-3-(2-(3,4-dimethoxyphenyl)ethoxy)-3,3-diphenylpropionic acid was introduced into 10 ml of DMF, and 340 mg of NaH (50% suspension) were added. After the mixture had been stirred for 15 minutes, 526 mg of 4-methoxy-6-methyl-2-methylsulfonylpyrimidine were added, and the mixture was stirred at room temperature for 3 hours. Water was added to the mixture, which was then extracted with ether. The aqueous phase was acidified with 1 N aqueous HCl, extracted with ether and dr... The reactants are CC(C)(C(C(C(C(C)(C)C)=O)Br)=O)C (2,2,6,6-tetramethyl-4-bromo-3,5-heptanedione), NC(=O)N (urea), ice water. Run in CN(C)C=O (DMF). Product: NC=1OC(=C(N1)C(C)(C)C)C(C(C)(C)C)=O (1-[2-amino-4-(1,1-dimethylethyl)-5-oxazolyl]-2,2 dimethyl-1-propanone). The yield is 42.7%. As a reaction SMILES: [CH3:1][C:2]([CH3:14])([C:4](=[O:13])[CH:5](Br)[C:6](=O)[C:7]([CH3:10])([CH3:9])[CH3:8])[CH3:3].[NH2:15][C:16]([NH2:18])=[O:17]>CN(C=O)C>[NH2:18][C:16]1[O:17][C:5]([C:4](=[O:13])[C:2]([CH3:14])([CH3:3])[CH3:1])=[C:6]([C:7]([CH3:10])([CH3:9])[CH3:8])[N:15]=1. Procedure: A mixture of 2,2,6,6-tetramethyl-4-bromo-3,5-heptanedione (70 g) and urea (77 g) in DMF (500 mL) is heated at 110°-120° C. overnight. The reaction mixture is cooled and poured into ice water (1500 mL) and the resulting precipitate is collected by filtration and air dried. The solid is rinsed with hexane (1000 mL) and then with isopropyl ether (200 mL) and dried under vacuum overnight to give 1-[2-amino-4-(1,1-dimethylethyl)-5-oxazolyl]-2,2 dimethyl-1-propanone (25.5 g, 42%); mp 248°-250° C. Starting materials: BrCC(=O)OCC (ethyl bromoacetate), [H][H] (hydrogen), [H-].[Na+] (NaH), FC1=C(C=CC=C1)C1=NOC2=C1C=CC(=C2)O (3-(2-fluorophenyl)-6-hydroxy-1,2-benzisoxazole), ice, [OH-].[Na+] (NaOH). The solvent is CN(C)C=O (DMF), CN(C)C=O (DMF), CN(C)C=O (DMF), O (H2O). Conditions: temperature 50 celsius. Product: FC1=C(C=CC=C1)C1=NOC2=C1C=CC(=C2)OCC(=O)O ({[3-(2-fluorophenyl)-1,2-benzisoxazol-6-yl]oxy}acetic acid). Reaction SMILES: [F:1][C:2]1[CH:7]=[CH:6][CH:5]=[CH:4][C:3]=1[C:8]1[C:12]2[CH:13]=[CH:14][C:15]([OH:17])=[CH:16][C:11]=2[O:10][N:9]=1.[H-].[Na+].[H][H].Br[CH2:23][C:24]([O:26]CC)=[O:25].[OH-].[Na+]>CN(C=O)C.O>[F:1][C:2]1[CH:7]=[CH:6][CH:5]=[CH:4][C:3]=1[C:8]1[C:12]2[CH:13]=[CH:14][C:15]([O:17][CH2:23][C:24]([OH:26])=[O:25])=[CH:16][C:11]=2[O:10][N:9]=1 |f:1.2,5.6|. Procedure details: 3-(2-fluorophenyl)-6-hydroxy-1,2-benzisoxazole (9.7 g) is dissolved in 80 ml of DMF and added to an ice-cooled suspension of NaH (1.4 g) in 50 ml of DMF. When hydrogen evolution stops, ethyl bromoacetate (7.5 g) in 20 ml of DMF is added and the reaction mixture is allowed to come to room temperature. After two hours 200 ml of H2O and 10 ml of 50% NaOH are added and the reaction warmed at 50° C. After an additional 30 minutes a product is collected after acidification and filtering. Recrystalliza... Starting materials: CC(C)(C)OC(=O)NCC(=O)O, COC1CNCc2ccccc21, CN(C)c1ccncc1, C(=NC1CCCCC1)=NC1CCCCC1, ClCCl. Yields the product COC1CN(C(=O)CNC(=O)OC(C)(C)C)Cc2ccccc21. Reaction SMILES: [C:13](=[O:14])([O:15][C:16]([CH3:17])([CH3:18])[CH3:19])[NH:20][CH2:21][C:22](=[O:23])[OH:24].[CH3:1][O:2][CH:3]1[CH2:4][NH:5][CH2:6][c:7]2[cH:8][cH:9][cH:10][cH:11][c:12]21.[CH3:43][N:44]([CH3:45])[c:46]1[cH:47][cH:48][n:49][cH:50][cH:51]1.[CH:25]1([N:26]=[C:27]=[N:28][CH:29]2[CH2:30][CH2:31][CH2:32][CH2:33][CH2:34]2)[CH2:35][CH2:36][CH2:37][CH2:38][CH2:39]1.[Cl:40][CH2:41][Cl:42]>>[CH3:1][O:2][CH:3]1[CH2:4][N:5]([C:22]([CH2:21][NH:20][C:13](=[O:14])[O:15][C:16]([CH3:17])([CH3:18])[CH3:19])=[O:23])[CH2:6][c:7]2[cH:8][cH:9][cH:10][cH:11][c:12]21. Reactants: C1C2N(CCN1)CC[C@@H]2O ((8S)-octahydropyrrolo[1,2-a]pyrazin-8-ol), FC(C=1C=C(C=C(C1)C(F)(F)F)C(C(=O)N(C)C=1C=NC(=CC1C1=C(C=C(C=C1)F)C)Cl)(C)C)(F)F (2-[3,5-bis(trifluoromethyl)phenyl]-N-[6-chloro-4-(4-fluoro-2-methylphenyl)-3-pyridinyl]-N,2-dimethylpropanamide), C([O-])([O-])=O.[K+].[K+] (potassium carbonate). Solvent: CS(=O)C (methyl sulfoxide), O (water). Run at temperature 150 celsius. Yields the product FC(C=1C=C(C=C(C1)C(F)(F)F)C(C(=O)N(C)C=1C=NC(=CC1C1=C(C=C(C=C1)F)C)N1CC2N(CC1)CC[C@@H]2O)(C)C)(F)F (2-[3,5-bis(trifluoromethyl)phenyl]-N-{4-(4-fluoro-2-methylphenyl)-6-[(8S)-8-hydroxyhexahydropyrrolo[1,2-a]pyrazin-2(1H)-yl]-3-pyridinyl}-N,2-dimethylpropanamide). The yield is 26.1%. Reaction SMILES: [CH2:1]1[NH:6][CH2:5][CH2:4][N:3]2[CH2:7][CH2:8][C@H:9]([OH:10])[CH:2]12.[F:11][C:12]([F:46])([F:45])[C:13]1[CH:14]=[C:15]([C:23]([CH3:44])([CH3:43])[C:24]([N:26]([C:28]2[CH:29]=[N:30][C:31](Cl)=[CH:32][C:33]=2[C:34]2[CH:39]=[CH:38][C:37]([F:40])=[CH:36][C:35]=2[CH3:41])[CH3:27])=[O:25])[CH:16]=[C:17]([C:19]([F:22])([F:21])[F:20])[CH:18]=1.C(=O)([O-])[O-].[K+].[K+]>CS(C)=O.O>[F:22][C:19]([F:20])([F:21])[C:17]1[CH:16]=[C:15]([C:23]([CH3:44])([CH3:43])[C:24]([N:26]([C:28]2[CH:29]=[N:30][C:31]([N:6]3[CH2:5][CH2:4][N:3]4[CH2:7][CH2:8][C@H:9]([OH:10])[CH:2]4[CH2:1]3)=[CH:32][C:33]=2[C:34]2[CH:39]=[CH:38][C:37]([F:40])=[CH:36][C:35]=2[CH3:41])[CH3:27])=[O:25])[CH:14]=[C:13]([C:12]([F:46])([F:11])[F:45])[CH:18]=1 |f:2.3.4|. Procedure: To a solution of (8S)-octahydropyrrolo[1,2-a]pyrazin-8-ol (D71, 32 mg) in methyl sulfoxide (1.2 mL), 2-[3,5-bis(trifluoromethyl)phenyl]-N-[6-chloro-4-(4-fluoro-2-methylphenyl)-3-pyridinyl]-N,2-dimethylpropanamide [WO 2005/002577] (60 mg) and potassium carbonate (63 mg) were added. The resulting mixture was heated at 150° C. for 24 hours. The mixture was allowed to cool down to r.t. and diluted with water (2 mL). The aqueous phase was extracted with ethyl acetate (3×2.5 mL). The combined organic ... Reactants: 3-Benzyoxy-2-[(4-methylthiophenyl)-(tetrahydropyran-2-yoxy)-methyl]-pyran4-one, C(C1=CC=CC=C1)OC1=C(OC=CC1=O)C(C1=CC=C(C=C1)SC)O (3-benzyloxy-2-[hydroxy-(4-methylthio-phenyl)-methyl]-pyran-4-one), O1CCCC=C1 (3,4-dihydro-2H-pyran). Yields the product C(C1=CC=CC=C1)OC1=C(OC=CC1=O)C(OC1OCCCC1)C1=CC=C(C=C1)SC (3-benzyloxy-2-[(4-methylthio-phenyl)-(tetrahydro-pyran-2-yloxy)-methyl]-pyran-4-one). RXN SMILES: [CH2:1]([O:8][C:9]1[C:14](=[O:15])[CH:13]=[CH:12][O:11][C:10]=1[CH:16]([OH:25])[C:17]1[CH:22]=[CH:21][C:20]([S:23][CH3:24])=[CH:19][CH:18]=1)[C:2]1[CH:7]=[CH:6][CH:5]=[CH:4][CH:3]=1.[O:26]1[CH:31]=[CH:30][CH2:29][CH2:28][CH2:27]1>>[CH2:1]([O:8][C:9]1[C:14](=[O:15])[CH:13]=[CH:12][O:11][C:10]=1[CH:16]([C:17]1[CH:18]=[CH:19][C:20]([S:23][CH3:24])=[CH:21][CH:22]=1)[O:25][CH:27]1[CH2:28][CH2:29][CH2:30][CH2:31][O:26]1)[C:2]1[CH:7]=[CH:6][CH:5]=[CH:4][CH:3]=1. Procedure: 3-Benzyoxy-2-[(4-methylthiophenyl)-(tetrahydropyran-2-yoxy)-methyl]-pyran4-one: Reaction of 16.7 g of 3-benzyloxy-2-[hydroxy-(4-methylthio-phenyl)-methyl]-pyran-4-one with 3,4-dihydro-2H-pyran analogously to Example 1b yields crude 3-benzyloxy-2-[(4-methylthio-phenyl)-(tetrahydro-pyran-2-yloxy)-methyl]-pyran-4-one in the form of a diastereoisomeric mixture. Rf value 0.65 (silica gel 60, hexane/dichloromethanelethyl acetate 1/1/1). Starting materials: C(CCC)[Li] (butyllithium), CSC(CCSC)SC (1,1,3-tris(methylthio)propane), [OH-].[K+] (KOH), C(=O)=O (CO2). The solvent is CCCCCC (n-hexane), C1CCOC1 (THF). Conditions: time 2 hour. Product: CSC(C(=O)O)(CCSC)SC (2,2,4-tris(methylthio)butanoic acid), oil. The yield is 90.0%. As a reaction SMILES: [CH3:1][S:2][CH:3]([S:8][CH3:9])[CH2:4][CH2:5][S:6][CH3:7].C([Li])CCC.[C:15](=[O:17])=[O:16].[OH-].[K+]>CCCCCC.C1COCC1>[CH3:1][S:2][C:3]([S:8][CH3:9])([CH2:4][CH2:5][S:6][CH3:7])[C:15]([OH:17])=[O:16] |f:3.4|. Procedure: In a three-neck flask under a protective gas atmosphere, 1,1,3-tris(methylthio)propane (2) (3.65 g, 20 mmol) was dissolved in 50 ml of abs. THF. Subsequently, at −20° C., a butyllithium solution in n-hexane (14 ml, 1.6 M) was slowly added dropwise with stirring. In the course of this, the solution turned bright yellow. After stirring had been continued at this temperature for 2 h, gaseous dry CO2 was passed through via a frit at −70° C. over a period of 30 minutes. The reaction solution was thaw... The reactants are ClC1=C(C=C(C=O)C=C1)OC (4-chloro-3-methoxy-benzaldehyde), CC(C#N)(C(C=CC1=CC=NC=C1)=O)C (2,2-Dimethyl-3-oxo-5-pyridin-4-yl-pent-4-enenitrile), [C-]#N.[Na+] (sodium cyanide), C(O)([O-])=O.[Na+] (sodium hydrogen carbonate). Solvent: CN(C)C=O (DMF), O (water), CN(C)C=O (DMF), CN(C)C=O (DMF). Conditions: time 15 minute. Yields the product ClC1=C(C=C(C=C1)C(C(CC(C(C#N)(C)C)=O)C1=CC=NC=C1)=O)OC (6-(4-Chloro-3-methoxy-phenyl)-2,2-dimethyl-3,6-dioxo-5-pyridin-4-yl-hexanenitrile). The yield is 222.9%. RXN SMILES: [CH3:1][C:2]([CH3:15])([C:5](=[O:14])[CH:6]=[CH:7][C:8]1[CH:13]=[CH:12][N:11]=[CH:10][CH:9]=1)[C:3]#[N:4].[C-]#N.[Na+].[Cl:19][C:20]1[CH:27]=[CH:26][C:23]([CH:24]=[O:25])=[CH:22][C:21]=1[O:28][CH3:29].C(=O)([O-])O.[Na+]>CN(C=O)C.O>[Cl:19][C:20]1[CH:27]=[CH:26][C:23]([C:24](=[O:25])[CH:7]([C:8]2[CH:9]=[CH:10][N:11]=[CH:12][CH:13]=2)[CH2:6][C:5](=[O:14])[C:2]([CH3:15])([CH3:1])[C:3]#[N:4])=[CH:22][C:21]=1[O:28][CH3:29] |f:1.2,4.5|. Procedure: A solution of the product of Example 1 Step 1 (4.0 g, 20.0 mmol) in DMF (7 ml) was added to a solution of sodium cyanide (300 mg, 6.12 mmol) in DMF (7 ml) over 15 minutes at room temperature. After stirring for a further 15 minutes, a solution of 4-chloro-3-methoxy-benzaldehyde (F. Claudi et al., J. Med. Chem., 1992, 35, 4408) (640 mg, 3.75 mmol) in DMF (6 ml) was added dropwise. The mixture was stirred at room temperature for 18 hours and then diluted with water and the pH of the solution adjus...